Dataset: the Open Reaction Database (ORD), a public repository of structured organic reaction records. Task: describe an organic reaction: reactants, conditions, products, and yield Starting materials: C1(=CC=CC=C1)N1C(CC1=O)C(=O)OCC (ethyl 1-phenyl-4-oxo-2-azetidine-carboxylate), Cl (hydrochloric acid), P(=O)(O)([O-])[O-].[Na+].[Na+] (disodium hydrogenphosphate), sodium tetrahydrido-borate(III), ice water. Run in CO (methanol). Product: C1(=CC=CC=C1)N1C(CC1CO)=O (1-Phenyl-4-(hydroxymethyl)-2-azetidinone). The yield is 76.0%. RXN SMILES: [C:1]1([N:7]2[C:10](=[O:11])[CH2:9][CH:8]2[C:12](OCC)=[O:13])[CH:6]=[CH:5][CH:4]=[CH:3][CH:2]=1.Cl.P([O-])([O-])(O)=O.[Na+].[Na+]>CO>[C:1]1([N:7]2[CH:8]([CH2:12][OH:13])[CH2:9][C:10]2=[O:11])[CH:6]=[CH:5][CH:4]=[CH:3][CH:2]=1 |f:2.3.4|. Procedure details: To a dilution of 106.5 g. (0.486 moles) of ethyl 1-phenyl-4-oxo-2-azetidine-carboxylate prepared according to Example 24 in 700 ml. of methanol 18.74 g. (0.493 moles) of sodium tetrahydrido-borate(III) are added with outer cooling with ice water and stirring. The mixture is acidified with dilute hydrochloric acid and it is then neutralized with disodium hydrogenphosphate. Methanol is distilled off in vacuo. 65 g. (76%) of the named compound are obtained, melting at 100° to 102° C. (ethyl acetate...